The task is: describe an organic reaction: reactants, conditions, products, and yield. This data is from the Open Reaction Database (ORD), a public repository of structured organic reaction records. The reactants are C(C1=CC=CC=C1)N1CC2=C(N=C(N=C2Cl)Cl)CC1 (6-benzyl-2,4-dichloro-5,6,7,8-tetrahydropyrido[4,3-d]pyrimidine), C[O-].[Na+] (sodium methoxide). Solvent: CO (methanol). Conditions: temperature 0 celsius, time 15 minute. Yields the product C(C1=CC=CC=C1)N1CC2=C(N=C(N=C2OC)Cl)CC1 (6-benzyl-2-chloro-4-methoxy-5,6,7,8-tetrahydropyrido[4,3-d]pyrimidine). As a reaction SMILES: [CH2:1]([N:8]1[CH2:19][CH2:18][C:11]2[N:12]=[C:13]([Cl:17])[N:14]=[C:15](Cl)[C:10]=2[CH2:9]1)[C:2]1[CH:7]=[CH:6][CH:5]=[CH:4][CH:3]=1.[CH3:20][O-:21].[Na+]>CO>[CH2:1]([N:8]1[CH2:19][CH2:18][C:11]2[N:12]=[C:13]([Cl:17])[N:14]=[C:15]([O:21][CH3:20])[C:10]=2[CH2:9]1)[C:2]1[CH:7]=[CH:6][CH:5]=[CH:4][CH:3]=1 |f:1.2|. Procedure details: To a solution of 6-benzyl-2,4-dichloro-5,6,7,8-tetrahydropyrido[4,3-d]pyrimidine (6.38 g, 21.69 mmol) in anhydrous methanol (100 mL), was added 4.67 N sodium methoxide (5.57 mL, 26 mmol) slowly at 0° C. The reaction mixture was stirred at 0° C. for 15 min, then at rt for 30 min. The reaction mixture was concentrated under reduced pressure. The residue was dissolved in DCM and washed with brine, dried over Na2SO4, filtered, and concentrated to give 6-benzyl-2-chloro-4-methoxy-5,6,7,8-tetrahydropy...